From a dataset of the Open Reaction Database (ORD), a public repository of structured organic reaction records. describe an organic reaction: reactants, conditions, products, and yield The reactants are [NH4+].[Cl-] (NH4Cl), C(=O)(O)[O-].[Na+] (NaHCO3), BrC=1SC=CC1CCCCBr (2-bromo-3-(4-bromobutyl)thiophene), C(CCCCC)C=1C=C(SC1)B1OCC(CO1)(C)C (2-(4-hexylthiophen-2-yl)-5,5-dimethyl-1,3,2-dioxaborinane). The reagents and catalysts are C=1C=CC(=CC1)[P](C=2C=CC=CC2)(C=3C=CC=CC3)[Pd]([P](C=4C=CC=CC4)(C=5C=CC=CC5)C=6C=CC=CC6)([P](C=7C=CC=CC7)(C=8C=CC=CC8)C=9C=CC=CC9)[P](C=1C=CC=CC1)(C=1C=CC=CC1)C=1C=CC=CC1 (Pd(PPh3)4). Run in COCCOC (DME). Run at temperature 80 celsius, time 18 hour. Yields the product BrCCCCC1=C(SC=C1)C=1SC=C(C1)CCCCCC (3-(4-bromobutyl)-4′-hexyl-2,2′-bithiophene). Yield: 45.0%. Reaction SMILES: C([O-])(O)=O.[Na+].Br[C:7]1[S:8][CH:9]=[CH:10][C:11]=1[CH2:12][CH2:13][CH2:14][CH2:15][Br:16].[CH2:17]([C:23]1[CH:24]=[C:25](B2OCC(C)(C)CO2)[S:26][CH:27]=1)[CH2:18][CH2:19][CH2:20][CH2:21][CH3:22].[NH4+].[Cl-]>C1C=CC([P]([Pd]([P](C2C=CC=CC=2)(C2C=CC=CC=2)C2C=CC=CC=2)([P](C2C=CC=CC=2)(C2C=CC=CC=2)C2C=CC=CC=2)[P](C2C=CC=CC=2)(C2C=CC=CC=2)C2C=CC=CC=2)(C2C=CC=CC=2)C2C=CC=CC=2)=CC=1.COCCOC>[Br:16][CH2:15][CH2:14][CH2:13][CH2:12][C:11]1[CH:10]=[CH:9][S:8][C:7]=1[C:25]1[S:26][CH:27]=[C:23]([CH2:17][CH2:18][CH2:19][CH2:20][CH2:21][CH3:22])[CH:24]=1 |f:0.1,4.5,^1:41,43,62,81|. Procedure details: A mixture of a saturated solution of NaHCO3 (115 ml) and DME (230 ml) was sparged with argon for 45 minutes. 2-bromo-3-(4-bromobutyl)thiophene (10.4 g, 35 mmol) and 2-(4-hexylthiophen-2-yl)-5,5-dimethyl-1,3,2-dioxaborinane (9.9 g, 35 mmol) were added, followed by addition of Pd(PPh3)4. After warming up to 80° C., the mixture became first bright yellow, and then dark orange. After stirring at 80° C. for 18 h, a saturated solution of NH4Cl (aq, 210 ml) was added, and the mixture was extracted with... Starting materials: C1(=CC=CC=C1)C1=C(OC=C1)C(=O)OC (3-phenyl-2-furancarboxylic acid, methyl ester), C=O (paraformaldehyde), C(Cl)(Cl)Cl (chloroform), Cl (hydrogen chloride). Reagents/catalysts: [Cl-].[Zn+2].[Cl-] (zinc chloride). The solvent is [Cl-].[Na+].O (brine). Yields the product ClCC1=CC(=C(O1)C(=O)OC)C1=CC=CC=C1 (5-(Chloromethyl)-3-phenyl-2-furancarboxylic acid, methyl ester). As a reaction SMILES: [C:1]1([C:7]2[CH:11]=[CH:10][O:9][C:8]=2[C:12]([O:14][CH3:15])=[O:13])[CH:6]=[CH:5][CH:4]=[CH:3][CH:2]=1.C=O.Cl.[CH:19](Cl)(Cl)[Cl:20]>[Cl-].[Na+].O.[Cl-].[Zn+2].[Cl-]>[Cl:20][CH2:19][C:10]1[O:9][C:8]([C:12]([O:14][CH3:15])=[O:13])=[C:7]([C:1]2[CH:2]=[CH:3][CH:4]=[CH:5][CH:6]=2)[CH:11]=1 |f:4.5.6,7.8.9|. Reported procedure: A mixture of 3-phenyl-2-furancarboxylic acid, methyl ester (4 g), paraformaldehyde (0.87 g) and zinc chloride (0.74 g) in chloroform (5 ml) was treated with hydrogen chloride gas for 21/2 hours. The mixture was poured onto saturated brine (100 ml) and extracted with chloroform (100 ml). The chloroform extracts were dried over sodium sulphate and the solvent evaporated in vacuo. The residue was distilled (Kugelrohr) affording the title compound (3.1 g) as an oil, b.p. 130°-140° C./10-1 mmHg. Reactants: Br.BrCC1=NC=CC=C1 (2-(Bromomethyl)pyridine hydrobromide), [H-].[Na+] (NaH), oil, ClC1=CC2=C(NC(=N2)C2(OCCO2)C(F)(F)F)C=C1Cl (5,6-Dichloro-2-(2-trifluoromethyl-[1,3]dioxolan-2-yl)-1H-benzimidazole), CN(C)C=O (DMF). Solvent: C(C)(=O)OCC (ethyl acetate), C(C)OCC (diethyl ether). Run at time 20 minute. Yields the product ClC1=CC2=C(N(C(=N2)C2(OC=CCO2)C(F)(F)F)CC2=NC=CC=C2)C=C1Cl (5,6-Dichloro-1-pyridin-2-ylmethyl-2-(2-trifluoromethyl-[1,3]dioxin-2-yl)-1H-benzimidazole). Reaction SMILES: [Cl:1][C:2]1[C:19]([Cl:20])=[CH:18][C:5]2[NH:6][C:7]([C:9]3([C:14]([F:17])([F:16])[F:15])[O:13][CH2:12][CH2:11][O:10]3)=[N:8][C:4]=2[CH:3]=1.[H-].[Na+].Br.Br[CH2:25][C:26]1[CH:31]=[CH:30][CH:29]=[CH:28][N:27]=1.[CH3:32]N(C=O)C>C(OCC)(=O)C.C(OCC)C>[Cl:1][C:2]1[C:19]([Cl:20])=[CH:18][C:5]2[N:6]([CH2:25][C:26]3[CH:31]=[CH:30][CH:29]=[CH:28][N:27]=3)[C:7]([C:9]3([C:14]([F:16])([F:15])[F:17])[O:10][CH2:11][CH:32]=[CH:12][O:13]3)=[N:8][C:4]=2[CH:3]=1 |f:1.2,3.4|. Procedure: 5,6-Dichloro-2-(2-trifluoromethyl-[1,3]dioxolan-2-yl)-1H-benzimidazole (0.37 g; 1.1 mmol) was dissolved in DMF (6 mL), treated with 60% NaH in mineral oil 9.14 g; 3.5 mmol) and stirred under a nitrogen atmosphere for 20 minutes. Subsequently, 2-(Bromomethyl)pyridine hydrobromide (0.44 g; 1.7 mmol) was added to the reaction mixture and stirred at room temperature overnight. The reaction mixture was diluted with ethyl acetate (25 mL) and diethyl ether (25 mL), washed with water (30 mL) and brine (... Starting materials: O=C(CCl)Nc1ccc(C(=O)O)cc1Cl, COc1ccc2c(C)ccc(-n3c(N)nnc3S)c2c1, CN(C)C=O, O. Product: COc1ccc2c(C)ccc(-n3c(N)nnc3SCC(=O)Nc3ccc(C(=O)O)cc3Cl)c2c1. RXN SMILES: [Cl:21][c:22]1[cH:23][c:24]([C:25](=[O:26])[OH:27])[cH:28][cH:29][c:30]1[NH:31][C:32]([CH2:33][Cl:34])=[O:35].[NH2:1][c:2]1[n:3](-[c:8]2[cH:9][cH:10][c:11]([CH3:20])[c:12]3[cH:13][cH:14][c:15]([O:18][CH3:19])[cH:16][c:17]23)[c:4]([SH:7])[n:5][n:6]1.[O:37]=[CH:38][N:39]([CH3:40])[CH3:41].[OH2:36]>>[NH2:1][c:2]1[n:3](-[c:8]2[cH:9][cH:10][c:11]([CH3:20])[c:12]3[cH:13][cH:14][c:15]([O:18][CH3:19])[cH:16][c:17]23)[c:4]([S:7][CH2:33][C:32]([NH:31][c:30]2[c:22]([Cl:21])[cH:23][c:24]([C:25](=[O:26])[OH:27])[cH:28][cH:29]2)=[O:35])[n:5][n:6]1. Starting materials: C1(=CC=CC=C1)S(=O)(=O)C1=C(C(=O)O)C=CC(=C1)C1=NN=NN1 (2-Phenylsulphonyl-4-(5-tetrazolyl)benzoic acid). Run in S(O)(O)(=O)=O (sulphuric acid). Yields the product N1N=NN=C1C=1C=CC=2C(C3=CC=CC=C3S(C2C1)(=O)=O)=O (3-(5-tetrazolyl)thioxanthone-10,10-dioxide). As a reaction SMILES: [C:1]1([S:7]([C:10]2[CH:18]=[C:17]([C:19]3[NH:23][N:22]=[N:21][N:20]=3)[CH:16]=[CH:15][C:11]=2[C:12](O)=[O:13])(=[O:9])=[O:8])[CH:6]=[CH:5][CH:4]=[CH:3][CH:2]=1>S(=O)(=O)(O)O>[NH:20]1[C:19]([C:17]2[CH:16]=[CH:15][C:11]3[C:12](=[O:13])[C:6]4[C:1]([S:7](=[O:9])(=[O:8])[C:10]=3[CH:18]=2)=[CH:2][CH:3]=[CH:4][CH:5]=4)=[N:23][N:22]=[N:21]1. Procedure details: 2-Phenylsulphonyl-4-(5-tetrazolyl)benzoic acid (200 mg) was heated with concentrated sulphuric acid (10 ml) for 5 hr. at 120° C. After cooling and dilution with water, a solid product seperated and was filtered off, washed with water, and recrystallised from acetic acid to give 3-(5-tetrazolyl)thioxanthone-10,10-dioxide, identified by its infrared spectrum. The reactants are O=C([O-])[O-], CN(C)C=O, FC(F)(F)C(F)(F)c1ccn(CCl)n1, N#CC(C#N)CCC(F)(F)F, [K+], [K+], O. Product: N#CC(C#N)(CCC(F)(F)F)Cn1ccc(C(F)(F)C(F)(F)F)n1. As a reaction SMILES: [C:26](=[O:27])([O-:28])[O-:29].[CH3:33][N:34]([CH3:35])[CH:36]=[O:37].[Cl:1][CH2:2][n:3]1[n:4][c:5]([C:8]([C:9]([F:10])([F:11])[F:12])([F:13])[F:14])[cH:6][cH:7]1.[F:15][C:16]([CH2:17][CH2:18][CH:19]([C:20]#[N:21])[C:22]#[N:23])([F:24])[F:25].[K+:30].[K+:31].[OH2:32]>>[CH2:2]([n:3]1[n:4][c:5]([C:8]([C:9]([F:10])([F:11])[F:12])([F:13])[F:14])[cH:6][cH:7]1)[C:19]([CH2:18][CH2:17][C:16]([F:15])([F:24])[F:25])([C:20]#[N:21])[C:22]#[N:23].